Task: describe an organic reaction: reactants, conditions, products, and yield. Dataset: the Open Reaction Database (ORD), a public repository of structured organic reaction records The reactants are BrB(Br)Br, COc1cc2c(=O)c(Cc3cccnc3)cn3c4cc(Br)ccc4c(c1)c23, ClCCl, [Na+], [Na+], O=C([O-])[O-], O. Yields the product O=c1c(Cc2cccnc2)cn2c3cc(Br)ccc3c3cc(O)cc1c32. Reaction SMILES: [B:28]([Br:29])([Br:30])[Br:31].[Br:1][c:2]1[cH:3][c:4]2[n:5]3[c:6]4[c:7]([cH:8][c:9]([O:15][CH3:16])[cH:10][c:11]4[c:12]2[cH:13][cH:14]1)[c:17](=[O:27])[c:18]([CH2:20][c:21]1[cH:22][n:23][cH:24][cH:25][cH:26]1)[cH:19]3.[CH2:39]([Cl:40])[Cl:41].[Na+:33].[Na+:34].[O-:35][C:36](=[O:37])[O-:38].[OH2:32]>>[Br:1][c:2]1[cH:3][c:4]2[n:5]3[c:6]4[c:7]([cH:8][c:9]([OH:15])[cH:10][c:11]4[c:12]2[cH:13][cH:14]1)[c:17](=[O:27])[c:18]([CH2:20][c:21]1[cH:22][n:23][cH:24][cH:25][cH:26]1)[cH:19]3. Starting materials: O=C([O-])[O-], CCCCc1nc(C)[nH]c(=O)c1Cc1ccc(-c2ccccc2C#N)cc1, ClCC1CN(Cc2ccccc2)CCO1, CN(C)C=O, CCOC(C)=O, [K+], [K+]. The product is CCCCc1nc(C)n(CC2CN(Cc3ccccc3)CCO2)c(=O)c1Cc1ccc(-c2ccccc2C#N)cc1. Reaction SMILES: [C:28](=[O:29])([O-:30])[O-:31].[CH2:1]([CH2:2][CH2:3][CH3:4])[c:5]1[n:6][c:7]([CH3:27])[nH:8][c:9](=[O:26])[c:10]1[CH2:11][c:12]1[cH:13][cH:14][c:15](-[c:18]2[c:19]([C:24]#[N:25])[cH:20][cH:21][cH:22][cH:23]2)[cH:16][cH:17]1.[CH2:34]([c:35]1[cH:36][cH:37][cH:38][cH:39][cH:40]1)[N:41]1[CH2:42][CH:43]([CH2:47][Cl:48])[O:44][CH2:45][CH2:46]1.[CH3:49][N:50]([CH3:51])[CH:52]=[O:53].[CH3:54][CH2:55][O:56][C:57](=[O:58])[CH3:59].[K+:32].[K+:33]>>[CH2:1]([CH2:2][CH2:3][CH3:4])[c:5]1[n:6][c:7]([CH3:27])[n:8]([CH2:47][CH:43]2[CH2:42][N:41]([CH2:34][c:35]3[cH:36][cH:37][cH:38][cH:39][cH:40]3)[CH2:46][CH2:45][O:44]2)[c:9](=[O:26])[c:10]1[CH2:11][c:12]1[cH:13][cH:14][c:15](-[c:18]2[c:19]([C:24]#[N:25])[cH:20][cH:21][cH:22][cH:23]2)[cH:16][cH:17]1. Reactants: NC(Cc1ccccc1)C(=O)OCc1ccccc1, CN1CCOCC1, CN(C)C=O, Cc1ccc(S(=O)(=O)NC(C)C(=O)O)cc1. Product: Cc1ccc(S(=O)(=O)NC(C)C(=O)NC(Cc2ccccc2)C(=O)OCc2ccccc2)cc1. RXN SMILES: [CH2:24]([c:25]1[cH:26][cH:27][cH:28][cH:29][cH:30]1)[O:31][C:32]([CH:33]([NH2:34])[CH2:35][c:36]1[cH:37][cH:38][cH:39][cH:40][cH:41]1)=[O:42].[CH3:17][N:18]1[CH2:19][CH2:20][O:21][CH2:22][CH2:23]1.[O:43]=[CH:44][N:45]([CH3:46])[CH3:47].[c:1]1([CH3:16])[cH:2][cH:3][c:4]([S:7](=[O:8])(=[O:9])[NH:10][CH:11]([CH3:12])[C:13](=[O:14])[OH:15])[cH:5][cH:6]1>>[c:1]1([CH3:16])[cH:2][cH:3][c:4]([S:7](=[O:8])(=[O:9])[NH:10][CH:11]([CH3:12])[C:13](=[O:15])[NH:34][CH:33]([C:32]([O:31][CH2:24][c:25]2[cH:26][cH:27][cH:28][cH:29][cH:30]2)=[O:42])[CH2:35][c:36]2[cH:37][cH:38][cH:39][cH:40][cH:41]2)[cH:5][cH:6]1. Starting materials: C(C)(=O)O[BH-](OC(C)=O)OC(C)=O.[Na+] (Sodium triacetoxyborohydride), CN1C(CCC2=C(C=CC=C12)CC=O)=O (2-(1-Methyl-2-oxo-3,4-dihydroquinolin-5-yl)acetaldehyde), CO (Methanol), CNC(=O)C=1OC2=C(C1)C(=CC=C2)N2CCNCC2 (N-methyl-4-piperazin-1-yl-benzofuran-2-carboxamide). Solvent: ClCCl (dichloromethane), O (water), ClCCl (dichloromethane). Conditions: time 20 minute. Yields the product CNC(=O)C=1OC2=C(C1)C(=CC=C2)N2CCN(CC2)CCC2=C1CCC(N(C1=CC=C2)C)=O (N-Methyl-4-[4-[2-(1-methyl-2-oxo-3,4-dihydroquinolin-5-yl)ethyl]piperazin-1-yl]benzofuran-2-carboxamide). Reaction SMILES: [CH3:1][N:2]1[C:11]2[C:6](=[C:7]([CH2:12][CH:13]=O)[CH:8]=[CH:9][CH:10]=2)[CH2:5][CH2:4][C:3]1=[O:15].[CH3:16][NH:17][C:18]([C:20]1[O:21][C:22]2[CH:28]=[CH:27][CH:26]=[C:25]([N:29]3[CH2:34][CH2:33][NH:32][CH2:31][CH2:30]3)[C:23]=2[CH:24]=1)=[O:19].CO.C(O[BH-](OC(=O)C)OC(=O)C)(=O)C.[Na+]>ClCCl.O>[CH3:16][NH:17][C:18]([C:20]1[O:21][C:22]2[CH:28]=[CH:27][CH:26]=[C:25]([N:29]3[CH2:34][CH2:33][N:32]([CH2:13][CH2:12][C:7]4[CH:8]=[CH:9][CH:10]=[C:11]5[C:6]=4[CH2:5][CH2:4][C:3](=[O:15])[N:2]5[CH3:1])[CH2:31][CH2:30]3)[C:23]=2[CH:24]=1)=[O:19] |f:3.4|. Procedure: 2-(1-Methyl-2-oxo-3,4-dihydroquinolin-5-yl)acetaldehyde (Example 1j, 0.50 g, 2.5 mmol) dissolved in dichloromethane (12 mL) was added to neat N-methyl-4-piperazin-1-yl-benzofuran-2-carboxamide (Example 1e, 0.542 g, 2.09 mmol). Methanol (2 mL) was added and the mixture was stirred at ambient temp for 20 min. Sodium triacetoxyborohydride (0.782 g, 3.69 mmol) was added and the mixture was stirred over the weekend. The mixture was diluted with dichloromethane and water. The organic phase was separat... Reactants: COC(=O)C1=CC=C2C(=NN(C2=C1)C1C=CCCC1)CC (1-cyclohex-2-enyl-3-ethyl-1H-indazole-6-carboxylic acid methyl ester), O (water). Reagents/catalysts: [Pd] (Pd/C). The solvent is C(C)(=O)OCC (ethyl acetate). Run at time 45 minute. Yields the product COC(=O)C1=CC=C2C(=NN(C2=C1)C1CCCCC1)CC (1-Cyclohexyl-3-ethyl-1H-indazole-6-carboxylic acid methyl ester). Isolated yield 94.8%. Reaction SMILES: [CH3:1][O:2][C:3]([C:5]1[CH:13]=[C:12]2[C:8]([C:9]([CH2:20][CH3:21])=[N:10][N:11]2[CH:14]2[CH2:19][CH2:18][CH2:17][CH:16]=[CH:15]2)=[CH:7][CH:6]=1)=[O:4].O>C(OCC)(=O)C.[Pd]>[CH3:1][O:2][C:3]([C:5]1[CH:13]=[C:12]2[C:8]([C:9]([CH2:20][CH3:21])=[N:10][N:11]2[CH:14]2[CH2:19][CH2:18][CH2:17][CH2:16][CH2:15]2)=[CH:7][CH:6]=1)=[O:4]. Procedure details: A mixture of 417 mg (1.47 mmol, 1.0 equiv) 1-cyclohex-2-enyl-3-ethyl-1H-indazole-6-carboxylic acid methyl ester and 50 mg of 10% Pd/C, 50% water wet in 20 mL ethyl acetate was placed on a Parr® hydrogenation appartus and shaken under 45 psi H2 for 45 minutes. The reaction mixture was filtered through Celite®, and the filtrate concentrated on a rotary evaporator and dried at high vacuum, room temperature to give 399 mg (95%) of a clear oil: HRMS calcd for C17H22N2O2+H: 287.1759. Found: 287.1783. The reactants are ClC=1C=NC(=C(C(=O)O)C1)N1CC(C1)NC1=C(C=C(C=C1)C(F)(F)F)C (5-chloro-2-(3-((2-methyl-4-(trifluoromethyl)phenyl)amino)azetidin-1-yl)nicotinic acid), Cl.NC1(CC1)C1=CC=C(C(=O)OC)C=C1 (methyl 4-(1-aminocyclopropyl)benzoate hydrochloride). Product: ClC=1C=NC(=C(C(=O)NC2(CC2)C2=CC=C(C(=O)OC)C=C2)C1)N1CC(C1)NC1=C(C=C(C=C1)C(F)(F)F)C (methyl 4-(1-(5-chloro-2-(3-((2-methyl-4-(trifluoromethyl)phenyl)amino)azetidin-1-yl)nicotinamido)cyclopropyl)benzoate). Isolated yield 74.7%. As a reaction SMILES: [Cl:1][C:2]1[CH:3]=[N:4][C:5]([N:11]2[CH2:14][CH:13]([NH:15][C:16]3[CH:21]=[CH:20][C:19]([C:22]([F:25])([F:24])[F:23])=[CH:18][C:17]=3[CH3:26])[CH2:12]2)=[C:6]([CH:10]=1)[C:7](O)=[O:8].Cl.[NH2:28][C:29]1([C:32]2[CH:41]=[CH:40][C:35]([C:36]([O:38][CH3:39])=[O:37])=[CH:34][CH:33]=2)[CH2:31][CH2:30]1>>[Cl:1][C:2]1[CH:3]=[N:4][C:5]([N:11]2[CH2:12][CH:13]([NH:15][C:16]3[CH:21]=[CH:20][C:19]([C:22]([F:25])([F:23])[F:24])=[CH:18][C:17]=3[CH3:26])[CH2:14]2)=[C:6]([CH:10]=1)[C:7]([NH:28][C:29]1([C:32]2[CH:41]=[CH:40][C:35]([C:36]([O:38][CH3:39])=[O:37])=[CH:34][CH:33]=2)[CH2:31][CH2:30]1)=[O:8] |f:1.2|. Procedure: The title compound (D170) (43 mg) was prepared according to the experimental procedure described in Description 169 starting from 5-chloro-2-(3-((2-methyl-4-(trifluoromethyl)phenyl)amino)azetidin-1-yl)nicotinic acid (D119) (40 mg, 0.103 mmol) and methyl 4-(1-aminocyclopropyl)benzoate (D7) (23.6 mg, 0.103 mmol). Reactants: N#Cc1ccccc1CBr, [H-], c1ccc2c(c1)N=C(N1CCNCC1)c1ccccc1O2, [Na+], CN(C)C=O. Product: N#Cc1ccccc1CN1CCN(C2=Nc3ccccc3Oc3ccccc32)CC1. RXN SMILES: [Br:24][CH2:25][c:26]1[c:27]([C:32]#[N:33])[cH:28][cH:29][cH:30][cH:31]1.[H-:22].[N:1]1([C:7]2=[N:8][c:9]3[c:10]([cH:18][cH:19][cH:20][cH:21]3)[O:11][c:12]3[c:13]2[cH:14][cH:15][cH:16][cH:17]3)[CH2:2][CH2:3][NH:4][CH2:5][CH2:6]1.[Na+:23].[O:34]=[CH:35][N:36]([CH3:37])[CH3:38]>>[N:1]1([C:7]2=[N:8][c:9]3[c:10]([cH:18][cH:19][cH:20][cH:21]3)[O:11][c:12]3[c:13]2[cH:14][cH:15][cH:16][cH:17]3)[CH2:2][CH2:3][N:4]([CH2:25][c:26]2[c:27]([C:32]#[N:33])[cH:28][cH:29][cH:30][cH:31]2)[CH2:5][CH2:6]1.